From a dataset of the Open Reaction Database (ORD), a public repository of structured organic reaction records. describe an organic reaction: reactants, conditions, products, and yield Starting materials: [Cl-].[NH4+] (ammonium chloride), O (water), [H-].C(C(C)C)[Al+]CC(C)C (Diisobutylaluminium hydride), ClC=1C(=C2N=C(C(=NC2=CC1Cl)OC)OC)N1C(=NN=C1C1=CC=CC=C1)C(=O)OCC (6,7-dichloro-2,3-dimethoxy-5-(3-ethoxycarbonyl-5-phenyl-4H-1,2,4-triazol-4-yl)quinoxaline), [H-].C(C(C)C)[Al+]CC(C)C (diisobutylaluminium hydride). Solvent: ClCCl (Dichloromethane), ClCCl (dichloromethane). Run at time 1 hour. The product is ClC=1C(=C2N=C(C(=NC2=CC1Cl)OC)OC)N1C(=NN=C1C1=CC=CC=C1)CO (6,7-Dichloro-2,3-dimethoxy-5-(3-hydroxymethyl-5-phenyl-4H-1,2,4-triazol-4-yl)quinoxaline). Isolated yield 32.4%. As a reaction SMILES: [H-].C([Al+]CC(C)C)C(C)C.[Cl:11][C:12]1[C:13]([N:27]2[C:31]([C:32]3[CH:37]=[CH:36][CH:35]=[CH:34][CH:33]=3)=[N:30][N:29]=[C:28]2[C:38](OCC)=[O:39])=[C:14]2[C:19](=[CH:20][C:21]=1[Cl:22])[N:18]=[C:17]([O:23][CH3:24])[C:16]([O:25][CH3:26])=[N:15]2.[Cl-].[NH4+].O>ClCCl>[Cl:11][C:12]1[C:13]([N:27]2[C:31]([C:32]3[CH:33]=[CH:34][CH:35]=[CH:36][CH:37]=3)=[N:30][N:29]=[C:28]2[CH2:38][OH:39])=[C:14]2[C:19](=[CH:20][C:21]=1[Cl:22])[N:18]=[C:17]([O:23][CH3:24])[C:16]([O:25][CH3:26])=[N:15]2 |f:0.1,3.4|. Procedure: Diisobutylaluminium hydride (1M in tetrahydrofuran, 2.5 mL, 2.5 mmol) was added to a solution of 6,7-dichloro-2,3-dimethoxy-5-(3-ethoxycarbonyl-5-phenyl-4H-1,2,4-triazol-4-yl)quinoxaline (Preparation 93, 237 mg, 0.5 mmol) in dichloromethane (10 mL) at room temperature under nitrogen. After 1 hour, a further portion of diisobutylaluminium hydride (1M in tetrahydrofuran, 1 mL, 1 mmol) was added, the mixture was stirred for a further 1 hour, then saturated aqueous ammonium chloride solution (10 mL)... Starting materials: [OH-].[Na+] (sodium hydroxide), CC=1OC(C(N1)=CC1=CC=CC=C1)=O (2-methyl-4-benzylidene-5-oxazolone), CC=1OC(C(N1)=CC1=CC=CC=C1)=O (2-methyl-4-benzylidene-5-oxazolone). The solvent is O (water). Run at time 2 hour. Product: C(C)(=O)NC(C(=O)[O-])=CC1=CC=CC=C1.[Na+] (sodium α-acetylaminocinnamate). As a reaction SMILES: [CH3:1][C:2]1[O:3][C:4](=[O:14])[C:5](=[CH:7][C:8]2[CH:13]=[CH:12][CH:11]=[CH:10][CH:9]=2)[N:6]=1.[OH-:15].[Na+:16]>O>[C:2]([NH:6][C:5](=[CH:7][C:8]1[CH:13]=[CH:12][CH:11]=[CH:10][CH:9]=1)[C:4]([O-:3])=[O:14])(=[O:15])[CH3:1].[Na+:16] |f:1.2,4.5|. Procedure details: In a 100-ml tightly-sealed glass vessel were charged 9.36 g of 2-methyl-4-benzylidene-5-oxazolone and 30 ml of water. Thereafter, 5.3 g of 45% sodium hydroxide solution was added thereto and the resulting mixture was stirred at 40°-45° C. for 2 hours. The 2-methyl-4-benzylidene-5-oxazolone was hydrolyzed to form an aqueous homogeneous solution of sodium α-acetylaminocinnamate. Then, concentrated hydrochloric acid was added to the solution to adjust its pH at 7.2, and subsequently 0.2 g of 5%-pal... The reactants are B, C1CCOC1, COc1cccc(C2CCCN(C(=O)C3COc4ccccc4O3)C2)c1. RXN SMILES: [BH3:27].[CH2:28]1[O:29][CH2:30][CH2:31][CH2:32]1.[O:1]1[CH:2]([C:11](=[O:12])[N:13]2[CH2:14][CH:15]([c:19]3[cH:20][c:21]([O:25][CH3:26])[cH:22][cH:23][cH:24]3)[CH2:16][CH2:17][CH2:18]2)[CH2:3][O:4][c:5]2[c:6]1[cH:7][cH:8][cH:9][cH:10]2>>[O:1]1[CH:2]([CH2:11][N:13]2[CH2:14][CH:15]([c:19]3[cH:20][c:21]([O:25][CH3:26])[cH:22][cH:23][cH:24]3)[CH2:16][CH2:17][CH2:18]2)[CH2:3][O:4][c:5]2[c:6]1[cH:7][cH:8][cH:9][cH:10]2. Product: COc1cccc(C2CCCN(CC3COc4ccccc4O3)C2)c1. Reactants: O=C(OO)c1cccc(Cl)c1, ClCCl, O, ClCCCCCSc1ccccc1. The product is O=S(CCCCCCl)c1ccccc1. Reaction SMILES: [Cl:14][c:15]1[cH:16][cH:17][cH:18][c:19]([C:20]([O:21][OH:23])=[O:22])[cH:24]1.[Cl:26][CH2:27][Cl:28].[OH2:25].[c:1]1([S:7][CH2:8][CH2:9][CH2:10][CH2:11][CH2:12][Cl:13])[cH:2][cH:3][cH:4][cH:5][cH:6]1>>[c:1]1([S:7]([CH2:8][CH2:9][CH2:10][CH2:11][CH2:12][Cl:13])=[O:22])[cH:2][cH:3][cH:4][cH:5][cH:6]1.